This data is from the Open Reaction Database (ORD), a public repository of structured organic reaction records. The task is: describe an organic reaction: reactants, conditions, products, and yield The reactants are stannous chloride dihydrate, COC1=C(C=C(C=C1)[N+](=O)[O-])N1CCN(CC1)C(C(Cl)(Cl)Cl)=O (1-(2-Methoxy-5-nitrophenyl)-4-trichloroacetylpiperazine). The solvent is Cl (HCl), Cl.C(C)O (HCl ethanol). Run at time 24 hour. Yields the product NC=1C=CC(=C(C1)N1CCN(CC1)C(C(Cl)(Cl)Cl)=O)OC (1-(5-Amino-2-methoxyphenyl)-4trichloroacetylpiperazine), solid. Yield: 15.0%. As a reaction SMILES: [CH3:1][O:2][C:3]1[CH:8]=[CH:7][C:6]([N+:9]([O-])=O)=[CH:5][C:4]=1[N:12]1[CH2:17][CH2:16][N:15]([C:18](=[O:23])[C:19]([Cl:22])([Cl:21])[Cl:20])[CH2:14][CH2:13]1>Cl.Cl.C(O)C>[NH2:9][C:6]1[CH:7]=[CH:8][C:3]([O:2][CH3:1])=[C:4]([N:12]2[CH2:13][CH2:14][N:15]([C:18](=[O:23])[C:19]([Cl:22])([Cl:20])[Cl:21])[CH2:16][CH2:17]2)[CH:5]=1 |f:2.3|. Procedure details: A solution of stannous chloride dihydrate (27 g) in concentrated HCl (60 ml) was slowly added to a stirred suspension of 1-(2-methoxy-5-nitrophenyl)-4-trichloroacetylpiperazine (D15) (15 g) in concentrated HCl/ethanol (1:2, 120 ml). After 24 hrs, the mixture was filtered, diluted with dichloromethane (600 ml) and basified with Na2CO3 solution. The layers were separated, the organic phase dried, concentrated to ⅓ the volume and acidified with 1M ethereal HCl solution to afford the title compound ... Starting materials: C(C)(C)(C)OC(=O)N[C@H](C(=O)OCC)CCC(CC)=O (Ethyl (2S)-2-((tert-butoxycarbonyl)amino)-5-oxoheptanoate), FC(C(=O)O)(F)F (trifluoroacetic acid). Run in ClCCl (dichloromethane). The product is C(C)C=1CC[C@H](N1)C(=O)OCC (ethyl (2S)-5-ethyl-3,4-dihydro-2H-pyrrole-2-carboxylate). Reaction SMILES: C(OC([NH:8][C@@H:9]([CH2:15][CH2:16][C:17](=O)[CH2:18][CH3:19])[C:10]([O:12][CH2:13][CH3:14])=[O:11])=O)(C)(C)C.FC(F)(F)C(O)=O>ClCCl>[CH2:18]([C:17]1[CH2:16][CH2:15][C@@H:9]([C:10]([O:12][CH2:13][CH3:14])=[O:11])[N:8]=1)[CH3:19]. Procedure: Ethyl (2S)-2-((tert-butoxycarbonyl)amino)-5-oxoheptanoate and trifluoroacetic acid (3 mL) were stirred in dichloromethane (3 mL) at room temperature for 3 hours. The mixture was concentrated under reduced pressure to provide the titled compound. MS (ESI) m/z 170 (M+H)+. The yield is 73.1%. Reactants: C(=O)(O)C(C)OC1=NN(C=N1)C1=CC(=CC=C1)Cl (3-(1-carboxyethoxy)-1-(3-chlorophenyl)-1,2,4-1H-triazole), C(=O)(N1C=NC=C1)N1C=NC=C1 (carbonyldiimidazole), CN (methylamine). The product is ClC=1C=C(C=CC1)N1N=C(N=C1)OC(C)C(=O)NC (1-(3-chlorophenyl)-3-(1-methylaminocarbonylethoxy)-1,2,4-1H-triazole). Procedure details: The process was carried out as was Example 45, starting with 3 g of the compound of Example 25, 2.7 g of carbonyldiimidazole, and 3 ml of 40% aqueous methylamine. The product was recrystallized from toluene to obtain 2.3 g of the desired product, m.p. 120°-122°. As a reaction SMILES: [C:1]([CH:4]([O:6][C:7]1[N:11]=[CH:10][N:9]([C:12]2[CH:17]=[CH:16][CH:15]=[C:14]([Cl:18])[CH:13]=2)[N:8]=1)[CH3:5])([OH:3])=O.[C:19](N1C=CN=C1)([N:21]1C=CN=C1)=O.CN>>[Cl:18][C:14]1[CH:13]=[C:12]([N:9]2[CH:10]=[N:11][C:7]([O:6][CH:4]([C:1]([NH:21][CH3:19])=[O:3])[CH3:5])=[N:8]2)[CH:17]=[CH:16][CH:15]=1. Starting materials: NC1=C(C(=NC=C1)COC)Cl (4-amino-3-chloro-2-methoxymethylpyridine), ClC1=CC=C(OC2=CC=C(C=C2)CC(=O)Cl)C=C1 (4-(4-chloro-phenoxy)phenylacetyl chloride). Run in C=1(C(=CC=CC1)C)C (xylene). The product is ClC=1C(=NC=CC1NC(CC1=CC=C(C=C1)OC1=CC=C(C=C1)Cl)=O)COC (N-(3-chloro-2-methoxymethyl-4-pyridinyl)-2-[4-(4-chloro-phenoxy)-phenyl]-acetamide). The yield is 28.5%. RXN SMILES: [NH2:1][C:2]1[CH:7]=[CH:6][N:5]=[C:4]([CH2:8][O:9][CH3:10])[C:3]=1[Cl:11].[Cl:12][C:13]1[CH:29]=[CH:28][C:16]([O:17][C:18]2[CH:23]=[CH:22][C:21]([CH2:24][C:25](Cl)=[O:26])=[CH:20][CH:19]=2)=[CH:15][CH:14]=1>C1(C)C(C)=CC=CC=1>[Cl:11][C:3]1[C:4]([CH2:8][O:9][CH3:10])=[N:5][CH:6]=[CH:7][C:2]=1[NH:1][C:25](=[O:26])[CH2:24][C:21]1[CH:22]=[CH:23][C:18]([O:17][C:16]2[CH:28]=[CH:29][C:13]([Cl:12])=[CH:14][CH:15]=2)=[CH:19][CH:20]=1. Procedure details: 0.58 g (3.36 mmol) of 4-amino-3-chloro-2-methoxymethylpyridine was added to 0.94 g (3.36 mmol) of 4-(4-chloro-phenoxy)phenylacetyl chloride in 40 ml of xylene, and the mixture was refluxed for 8 hours. After the xylene had been removed in vacuo, the residue was taken up in methylene chloride. The mixture was washed with water and 0.1N aqueous sodium hydroxide solution, the combined aqueous phases were rendered neutral and extracted three times using ethyl acetate, and the ethyl acetate phase was...